describe an organic reaction: reactants, conditions, products, and yield From a dataset of the Open Reaction Database (ORD), a public repository of structured organic reaction records. The reactants are C(#N)C1=CC(=C(C=C1F)C=1C=NN(C1O)C1=NC=C(C(=O)O)C=C1)C (6-(4-(4-cyano-5-fluoro-2-methylphenyl)-5-hydroxy-1H-pyrazol-1-yl)nicotinic acid), C(C)N1[C@@H](CNCC1)C ((R)-1-ethyl-2-methylpiperazine). The product is C(C)N1[C@@H](CN(CC1)C(=O)C=1C=CC(=NC1)N1N=CC(=C1O)C1=CC(=C(C#N)C=C1C)F)C ((R)-4-(1-(5-(4-ethyl-3-methylpiperazine-1-carbonyl)pyridin-2-yl)-5-hydroxy-1H-pyrazol-4-yl)-2-fluoro-5-methylbenzonitrile). As a reaction SMILES: [C:1]([C:3]1[C:8]([F:9])=[CH:7][C:6]([C:10]2[CH:11]=[N:12][N:13]([C:16]3[CH:24]=[CH:23][C:19]([C:20]([OH:22])=O)=[CH:18][N:17]=3)[C:14]=2[OH:15])=[C:5]([CH3:25])[CH:4]=1)#[N:2].[CH2:26]([N:28]1[CH2:33][CH2:32][NH:31][CH2:30][C@H:29]1[CH3:34])[CH3:27]>>[CH2:26]([N:28]1[CH2:33][CH2:32][N:31]([C:20]([C:19]2[CH:23]=[CH:24][C:16]([N:13]3[C:14]([OH:15])=[C:10]([C:6]4[C:5]([CH3:25])=[CH:4][C:3]([C:1]#[N:2])=[C:8]([F:9])[CH:7]=4)[CH:11]=[N:12]3)=[N:17][CH:18]=2)=[O:22])[CH2:30][C@H:29]1[CH3:34])[CH3:27]. Procedure: The title compound was prepared in a manner similar to Example 112 using 6-(4-(4-cyano-5-fluoro-2-methylphenyl)-5-hydroxy-1H-pyrazol-1-yl)nicotinic acid and (R)-1-ethyl-2-methylpiperazine. 1H NMR (400 MHz, DMSO-d6) δ ppm 1.03 (t, J=7.20 Hz, 6H) 2.33 (s, 3H) 2.65-2.79 (m, 2H) 2.88-3.02 (m, 2H) 3.06 (d, J=10.86 Hz, 1H) 3.10-3.21 (m, 1H) 3.39 (br. s., 1H) 3.57-4.21 (m, 2H) 7.52 (d, J=7.07 Hz, 1H) 7.84-7.92 (m, 1H) 7.95 (s, 1H) 8.23 (d, J=13.14 Hz, 1H) 8.37-8.50 (m, 2H); ESI-MS m/z [M+H]+ 449.3. The solvent is C1CCOC1 (THF), C1CCOC1 (THF), O (H2O), C(C)OCC (diethyl ether). Reactants: II (I2), [Li]CCCC (n-BuLi), C(CC)C=1C=NC(=NC1)C1=CC=C(C=C1)CCC1=CC(=CC(=C1)F)F (1-[p-(5-n-propyl-2-pyrimidinyl)-phenyl]-2-(3,5-difluorophenyl)ethane), CN(C)CCN(C)C (TMEDA), II (I2). Reported procedure: 0.1 m of n-BuLi (1,5 M in hexane) is added dropwise to a solution of 0.1 m of 1-[p-(5-n-propyl-2-pyrimidinyl)-phenyl]-2-(3,5-difluorophenyl)ethane (prepared in accordance with scheme 1) and 0.1 m of TMEDA in 300 ml of THF at approximately -90° . Stirring is carried out for a further 30 min at this temperature and then a solution of 0.1 m of I2 in 70 ml of THF is slowly added. After addition is complete, the solution is allowed to heat up to -20° and hydrolyzation is carried out with H2O. The pro... RXN SMILES: [Li]CCCC.[CH2:6]([C:9]1[CH:10]=[N:11][C:12]([C:15]2[CH:20]=[CH:19][C:18]([CH2:21][CH2:22][C:23]3[CH:28]=[C:27]([F:29])[CH:26]=[C:25]([F:30])[CH:24]=3)=[CH:17][CH:16]=2)=[N:13][CH:14]=1)[CH2:7][CH3:8].[CH3:31][N:32](CCN(C)C)C.II>C1COCC1.C(OCC)C.O>[CH2:6]([C:9]1[CH:14]=[N:13][C:12]([C:15]2[CH:20]=[CH:19][C:18]([CH2:21][CH2:22][C:23]3[CH:24]=[C:25]([F:30])[C:26]([C:31]#[N:32])=[C:27]([F:29])[CH:28]=3)=[CH:17][CH:16]=2)=[N:11][CH:10]=1)[CH2:7][CH3:8]. Run at temperature 170 celsius, time 30 minute. Product: C(CC)C=1C=NC(=NC1)C1=CC=C(C=C1)CCC1=CC(=C(C(=C1)F)C#N)F (1-[p-(5-n-propyl-2-pyrimidinyl)-phenyl]-2-(4-cyano-3,5difluorophenyl)ethane). The reactants are CC1=NC(=NC(=C1C(C(=O)OC)CCC)C1=CC=C(C=C1)C)C1=CC=C(C=C1)C (methyl 2-(4-methyl-2,6-dip-tolylpyrimidin-5-yl)pentanoate), [OH-].[Na+] (sodium hydroxide). Run in CO (methanol). Run at temperature 100 celsius. The product is CC1=NC(=NC(=C1C(C(=O)O)CCC)C1=CC=C(C=C1)C)C1=CC=C(C=C1)C (2-(4-methyl-2,6-dip-tolylpyrimidin-5-yl)pentanoic acid). As a reaction SMILES: [CH3:1][C:2]1[C:7]([CH:8]([CH2:13][CH2:14][CH3:15])[C:9]([O:11]C)=[O:10])=[C:6]([C:16]2[CH:21]=[CH:20][C:19]([CH3:22])=[CH:18][CH:17]=2)[N:5]=[C:4]([C:23]2[CH:28]=[CH:27][C:26]([CH3:29])=[CH:25][CH:24]=2)[N:3]=1.[OH-].[Na+]>CO>[CH3:1][C:2]1[C:7]([CH:8]([CH2:13][CH2:14][CH3:15])[C:9]([OH:11])=[O:10])=[C:6]([C:16]2[CH:21]=[CH:20][C:19]([CH3:22])=[CH:18][CH:17]=2)[N:5]=[C:4]([C:23]2[CH:24]=[CH:25][C:26]([CH3:29])=[CH:27][CH:28]=2)[N:3]=1 |f:1.2|. Procedure: To a solution of methyl 2-(4-methyl-2,6-dip-tolylpyrimidin-5-yl)pentanoate (86 mg; 0.221 mmol) in methanol (2.214 ml) was added a 10 N sodium hydroxide solution (221 μl; 2.21 mmol) and the mixture was heated at 100° C. overnight. The volatiles were removed under reduced pressure and the mixture was acidified by adding 6N hydrochloric acid. The suspension was extracted twice with ethyl acetate. The combined organic layers were washed with brine, dried over magnesium sulphate and concentrated unde... The reactants are [N+](=O)([O-])C1=CC=C(C=O)C=C1 (4-nitrobenzaldehyde), N1(C=NC=C1)CCOC=1C=C2CCCC(C2=CC1)=O (6-(2-imidazole-1-yl-ethoxy)-3,4-dihydro-2H-naphthalen-1-one). The solvent is [OH-].[K+] (KOH), C(C)O (ethanol). The product is N1(C=NC=C1)CCOC=1C=C2CCC(C(C2=CC1)=O)=CC1=CC=C(C=C1)[N+](=O)[O-] (6-(2-Imidazole-1-yl-ethoxy)-2-(4-nitro-benzylidene)-3,4-dihydro-2H-naphthalen-1-one). The yield is 67.7%. As a reaction SMILES: [N:1]1([CH2:6][CH2:7][O:8][C:9]2[CH:10]=[C:11]3[C:16](=[CH:17][CH:18]=2)[C:15](=[O:19])[CH2:14][CH2:13][CH2:12]3)[CH:5]=[CH:4][N:3]=[CH:2]1.[N+:20]([C:23]1[CH:30]=[CH:29][C:26]([CH:27]=O)=[CH:25][CH:24]=1)([O-:22])=[O:21]>[OH-].[K+].C(O)C>[N:1]1([CH2:6][CH2:7][O:8][C:9]2[CH:10]=[C:11]3[C:16](=[CH:17][CH:18]=2)[C:15](=[O:19])[C:14](=[CH:27][C:26]2[CH:29]=[CH:30][C:23]([N+:20]([O-:22])=[O:21])=[CH:24][CH:25]=2)[CH2:13][CH2:12]3)[CH:5]=[CH:4][N:3]=[CH:2]1 |f:2.3|. Procedure details: According to the method of Example 4, 6-(2-imidazole-1-yl-ethoxy)-3,4-dihydro-2H-naphthalen-1-one (0.19 g, 0.74 mmol) was reacted with 4-nitrobenzaldehyde (0.112 g, 0.74 mmol) in 1.5 mL of 4% KOH in ethanol for 3 hours at room temperature to afford 0.195 g (68%) of the title compound as a fine tan powder, mp 184-185° C.: CI-MS m/e 389 (M+), 390 (M+ +1); The reactants are CC#N, [I-], Nc1ccc(F)cc1C(=O)CCl, [Na+]. Yields the product Nc1ccc(F)cc1C(=O)CI. Reaction SMILES: [CH3:15][C:16]#[N:17].[I-:13].[NH2:1][c:2]1[c:3]([C:9]([CH2:10][Cl:11])=[O:12])[cH:4][c:5]([F:8])[cH:6][cH:7]1.[Na+:14]>>[NH2:1][c:2]1[c:3]([C:9]([CH2:10][I:13])=[O:12])[cH:4][c:5]([F:8])[cH:6][cH:7]1.